This data is from the Open Reaction Database (ORD), a public repository of structured organic reaction records. The task is: describe an organic reaction: reactants, conditions, products, and yield The reactants are BrCC(=O)C1=CC(=CC=C1)OCCCOCC1=CC=CC=C1 (2-bromo-1-[3-({3-[(phenylmethyl)oxy]propyl}oxy)phenyl]ethanone), C(C1=CC=CC=C1)NCC1=CC=CC=C1 (dibenzylamine), ClCCl (dichloromethane), C([O-])([O-])=O.[Na+].[Na+] (sodium carbonate). Solvent: O (water). Reaction conditions: time 8 hour. Product: C1(=CC=CC=C1)CN(CC(=O)C1=CC(=CC=C1)OCCCOCC1=CC=CC=C1)CC1=CC=CC=C1 (2-[Bis(phenylmethyl)amino]-1-[3-({3 [(phenylmethyl)oxy]propyl}oxy)phenyl]ethanone). Reaction SMILES: Br[CH2:2][C:3]([C:5]1[CH:10]=[CH:9][CH:8]=[C:7]([O:11][CH2:12][CH2:13][CH2:14][O:15][CH2:16][C:17]2[CH:22]=[CH:21][CH:20]=[CH:19][CH:18]=2)[CH:6]=1)=[O:4].[CH2:23]([NH:30][CH2:31][C:32]1[CH:37]=[CH:36][CH:35]=[CH:34][CH:33]=1)[C:24]1[CH:29]=[CH:28][CH:27]=[CH:26][CH:25]=1.ClCCl.C(=O)([O-])[O-].[Na+].[Na+]>O>[C:24]1([CH2:23][N:30]([CH2:31][C:32]2[CH:33]=[CH:34][CH:35]=[CH:36][CH:37]=2)[CH2:2][C:3]([C:5]2[CH:10]=[CH:9][CH:8]=[C:7]([O:11][CH2:12][CH2:13][CH2:14][O:15][CH2:16][C:17]3[CH:22]=[CH:21][CH:20]=[CH:19][CH:18]=3)[CH:6]=2)=[O:4])[CH:25]=[CH:26][CH:27]=[CH:28][CH:29]=1 |f:3.4.5|. Procedure: To a mixture of 2-bromo-1-[3-({3-[(phenylmethyl)oxy]propyl}oxy)phenyl]ethanone (13.17 g), dibenzylamine (6.4 g) and dichloromethane (25 mL) was added a solution of sodium carbonate (7.6 g) in water (50 mL). The reaction mixture was stirred at ambient temperature overnight. The organic layer was separated and concentrated to a minimum and tert-butyl methyl ether was added. The organic layer was washed with dilute acetic acid (4 times) and 0.1N sodium hydroxide once and brine once. The organic sol... Reactants: C(C)NCC (Diethylamine), C1(CCCC1)OC=1C=C(C(=O)Cl)C=CC1OC (3-cyclopentyloxy-4-methoxy benzoyl chloride). Run in C(Cl)Cl (methylene chloride). The product is C1(CCCC1)OC=1C=C(C(=O)N(CC)CC)C=CC1OC (3-cyclopentyloxy-N,N-diethyl-4-methoxy-benzamide). The yield is 93.8%. RXN SMILES: [CH2:1]([NH:3][CH2:4][CH3:5])[CH3:2].[CH:6]1([O:11][C:12]2[CH:13]=[C:14]([CH:18]=[CH:19][C:20]=2[O:21][CH3:22])[C:15](Cl)=[O:16])[CH2:10][CH2:9][CH2:8][CH2:7]1>C(Cl)Cl>[CH:6]1([O:11][C:12]2[CH:13]=[C:14]([CH:18]=[CH:19][C:20]=2[O:21][CH3:22])[C:15]([N:3]([CH2:4][CH3:5])[CH2:1][CH3:2])=[O:16])[CH2:10][CH2:9][CH2:8][CH2:7]1. Procedure details: Diethylamine (69.2 g, 0.672 moles) was added dropwise at 5-10° C. to a solution of 3-cyclopentyloxy-4-methoxy benzoyl chloride (57 g, 0.224 moles) obtained as described in example 2, in methylene chloride (250 ml). The mixture was evaporated to dryness, dissolved in ethyl acetate, washed with water, with 2% potassium bisulphate, again with water and sodium bicarbonate, dried on sodium sulphate and brought to dryness. The residue was taken up with petrolatum (250 ml) to give 61.2 g of the title c... Reactants: OC1=C(C=C2C(=O)OCC2)C=CC=C1 (α-(2′-Hydroxybenzylidene)-γ-butyrolactone). Reagents/catalysts: [C].[Pd] (palladium carbon). Solvent: C(C)O (ethanol). Conditions: time 6 hour. Yields the product OC1=C(CC2C(=O)OCC2)C=CC=C1 (α-(2′-hydroxybenzyl)-γ-butyrolactone). The yield is 99.0%. As a reaction SMILES: [OH:1][C:2]1[CH:14]=[CH:13][CH:12]=[CH:11][C:3]=1[CH:4]=[C:5]1[CH2:10][CH2:9][O:8][C:6]1=[O:7]>C(O)C.[C].[Pd]>[OH:1][C:2]1[CH:14]=[CH:13][CH:12]=[CH:11][C:3]=1[CH2:4][CH:5]1[CH2:10][CH2:9][O:8][C:6]1=[O:7] |f:2.3|. Reported procedure: α-(2′-Hydroxybenzylidene)-γ-butyrolactone (5.0 g) was dissolved in ethanol (400 ml) and 10% palladium carbon (0.5 g) was added. The reaction mixture was reduced for 6 hr at 50 atm. The reaction mixture was filtered and the organic solvent was concentrated to give the title compound (5.0 g). The reactants are C(CCC)(=O)C=1C=NC2=C(C=CC=C2C1Cl)COC(C1=CC=CC=C1)=O (3-butyryl-4-chloro-8-(benzoyloxymethyl)quinoline), FC1=CC(=C(N)C=C1)C (4-fluoro-2-methylaniline). The solvent is O1CCOCC1 (dioxan). Reaction conditions: time 2 hour. Product: C(CCC)(=O)C=1C=NC2=C(C=CC=C2C1NC1=C(C=C(C=C1)F)C)CO (3-butyryl-4-(2-methyl-4-fluorophenylamino)-8-(hydroxymethyl)quinoline). The yield is 44.3%. As a reaction SMILES: [C:1]([C:6]1[CH:7]=[N:8][C:9]2[C:14]([C:15]=1Cl)=[CH:13][CH:12]=[CH:11][C:10]=2[CH2:17][O:18]C(=O)C1C=CC=CC=1)(=[O:5])[CH2:2][CH2:3][CH3:4].[F:27][C:28]1[CH:34]=[CH:33][C:31]([NH2:32])=[C:30]([CH3:35])[CH:29]=1>O1CCOCC1>[C:1]([C:6]1[CH:7]=[N:8][C:9]2[C:14]([C:15]=1[NH:32][C:31]1[CH:33]=[CH:34][C:28]([F:27])=[CH:29][C:30]=1[CH3:35])=[CH:13][CH:12]=[CH:11][C:10]=2[CH2:17][OH:18])(=[O:5])[CH2:2][CH2:3][CH3:4]. Procedure details: A solution of 3-butyryl-4-chloro-8-(benzoyloxymethyl)quinoline (3.68 g, 10 mmol) and 4-fluoro-2-methylaniline (1.67 ml, 15 mmol) in dioxan (40 ml) was heated at reflux for 3 hours, cooled, filtered and the solid discarded. The solution was evaporated and the residue taken up in 1% methanolic sodium hydroxide (100 ml) and stirred 2 hours at room temperature. The solid was filtered off and recrystallised from methanol to give 3-butyryl-4-(2-methyl-4-fluorophenylamino)-8-(hydroxymethyl)quinoline (1... The reactants are CN1C(=O)C[C@](C)(N/C/1=N/C(=O)OC(C)(C)C)c2sccc2Cl, CC1(C)OB(OC1(C)C)c2ccc(cc2)c3cnccn3. The reagents and catalysts are CCN=P(N=P(N(C)C)(N(C)C)N(C)C)(N(C)C)N(C)C (P2-Et), CC(C)c1cc(C(C)C)c(-c2ccccc2[PH](C(C)(C)C)(C(C)(C)C)[Pd]2(OS(C)(=O)=O)Nc3ccccc3-c3ccccc32)c(C(C)C)c1 (tBuXphos G3). Solvent: CS(C)=O (DMSO), O (water), CS(C)=O (DMSO), CS(C)=O (DMSO), CS(C)=O (DMSO). Run at time 22 hour. Yields the product CN1C(=O)C[C@](C)(N/C/1=N/C(=O)OC(C)(C)C)c2sccc2c3ccc(cc3)c4cnccn4, CN1C(=O)C[C@](C)(N/C/1=N/C(=O)OC(C)(C)C)c2sccc2Cl, c1ccc(-c2ccccc2)cc1. Starting materials: solid, Cl.Cl.O1C=C(C=C2C1=CC=C2)C2N(CCCC2)CC[C@@H]2CC[C@H](CC2)N (trans-4-[2-(4-benzofuran-3-yl-piperidin-1-yl)-ethyl]-cyclohexylamine dihydrochloride), Cl.Cl.O1C=C(C=C2C1=CC=C2)C2N(CCCC2)CC[C@@H]2CC[C@H](CC2)N (trans-4-[2-(4-benzofuran-3-yl-piperidin-1-yl)-ethyl]-cyclohexylamine dihydrochloride), C(=O)O (formic acid). Product: O1C=C(C=C2C1=CC=C2)C2N(CCCC2)CC[C@@H]2CC[C@H](CC2)NC=O (trans-N-{4-[2-(4-Benzofuran-3-yl-piperidin-1-yl)-ethyl]-cyclohexyl}-formamide). Reaction SMILES: Cl.Cl.[O:3]1[C:8]2=[CH:9][CH:10]=[CH:11][C:7]2=[CH:6][C:5]([CH:12]2[CH2:17][CH2:16][CH2:15][CH2:14][N:13]2[CH2:18][CH2:19][C@H:20]2[CH2:25][CH2:24][C@H:23]([NH2:26])[CH2:22][CH2:21]2)=[CH:4]1.[CH:27](O)=[O:28]>>[O:3]1[C:8]2=[CH:9][CH:10]=[CH:11][C:7]2=[CH:6][C:5]([CH:12]2[CH2:17][CH2:16][CH2:15][CH2:14][N:13]2[CH2:18][CH2:19][C@H:20]2[CH2:21][CH2:22][C@H:23]([NH:26][CH:27]=[O:28])[CH2:24][CH2:25]2)=[CH:4]1 |f:0.1.2|. Reported procedure: The title compound, off-white solid (20 mg, 23%), MS (ISP) m/z=355.2 [(M+H)+], mp 155° C., was prepared in accordance with the general method of example 1 from trans-4-[2-(4-benzofuran-3-yl-piperidin-1-yl)-ethyl]-cyclohexylamine dihydrochloride (intermediate A) (100 mg, 0.25 mmol) and formic acid. Reactants: O=S(=O)(Cl)c1ccc(C(F)(F)F)cc1, NCC(O)(Cn1cncn1)c1ccc(F)cc1F. Yields the product O=S(=O)(NCC(O)(Cn1cncn1)c1ccc(F)cc1F)c1ccc(C(F)(F)F)cc1. RXN SMILES: [F:19][C:20]([c:21]1[cH:22][cH:23][c:24]([S:27](=[O:28])(=[O:29])[Cl:30])[cH:25][cH:26]1)([F:31])[F:32].[NH2:1][CH2:2][C:3]([CH2:4][n:5]1[n:6][cH:7][n:8][cH:9]1)([OH:10])[c:11]1[c:12]([F:18])[cH:13][c:14]([F:17])[cH:15][cH:16]1>>[NH:1]([CH2:2][C:3]([CH2:4][n:5]1[n:6][cH:7][n:8][cH:9]1)([OH:10])[c:11]1[c:12]([F:18])[cH:13][c:14]([F:17])[cH:15][cH:16]1)[S:27]([c:24]1[cH:23][cH:22][c:21]([C:20]([F:19])([F:31])[F:32])[cH:26][cH:25]1)(=[O:28])=[O:29]. Starting materials: ClC1=C(C=C(C=C1)Cl)SCl (2,5-dichlorophenylsulfenyl chloride), CNC=NC1=C(C=CC=C1C)Cl (N-methyl-N'-(2'-chloro-6'-methylphenyl)-formamidine). Run in N1=CC=CC=C1 (pyridine). Reaction conditions: time 20 minute. The product is CN(C=NC1=C(C=CC=C1C)Cl)SC1=C(C=CC(=C1)Cl)Cl (N-methyl-N-(2,5-dichlorophenylsulfenyl)-N'-(2'-chloro-6'-methylphenyl)-formamidine). As a reaction SMILES: [Cl:1][C:2]1[CH:7]=[CH:6][C:5]([Cl:8])=[CH:4][C:3]=1[S:9]Cl.[CH3:11][NH:12][CH:13]=[N:14][C:15]1[C:20]([CH3:21])=[CH:19][CH:18]=[CH:17][C:16]=1[Cl:22]>N1C=CC=CC=1>[CH3:11][N:12]([S:9][C:3]1[CH:4]=[C:5]([Cl:8])[CH:6]=[CH:7][C:2]=1[Cl:1])[CH:13]=[N:14][C:15]1[C:20]([CH3:21])=[CH:19][CH:18]=[CH:17][C:16]=1[Cl:22]. Procedure details: 32.1 g of 2,5-dichlorophenylsulfenyl chloride is added dropwise at 5°-10° C., with continuous stirring, to a solution of 27.4 g of N-methyl-N'-(2'-chloro-6'-methylphenyl)-formamidine in 70 ml of pyridine. The mixture is stirred for 20 minutes at room temperature; the excess pyridine is then removed at 1 mm Hg pressure and 50° C. Reactants: CC(NC(=O)OC(C)(C)C)c1cccc(O)c1, O=C([O-])[O-], Clc1cnccn1, ClCCl, I[Cu]I, [K+], [K+], c1ccncc1. Product: CC(NC(=O)OC(C)(C)C)c1cccc(Oc2cnccn2)c1. RXN SMILES: [C:1]([CH3:2])([CH3:3])([CH3:4])[O:5][C:6]([NH:7][CH:8]([CH3:9])[c:10]1[cH:11][c:12]([OH:16])[cH:13][cH:14][cH:15]1)=[O:17].[C:25](=[O:26])([O-:27])[O-:28].[Cl:18][c:19]1[n:20][cH:21][cH:22][n:23][cH:24]1.[Cl:37][CH2:38][Cl:39].[Cu:40]([I:41])[I:42].[K+:29].[K+:30].[cH:31]1[cH:32][cH:33][n:34][cH:35][cH:36]1>>[C:1]([CH3:2])([CH3:3])([CH3:4])[O:5][C:6]([NH:7][CH:8]([CH3:9])[c:10]1[cH:11][c:12]([O:16][c:19]2[n:20][cH:21][cH:22][n:23][cH:24]2)[cH:13][cH:14][cH:15]1)=[O:17].